From a dataset of the Open Reaction Database (ORD), a public repository of structured organic reaction records. describe an organic reaction: reactants, conditions, products, and yield Reactants: Cc1cc(C(F)(F)F)[nH]n1, [Na+], O=C([O-])O, O=[N+]([O-])O, O=S(=O)(O)O. Yields the product Cc1n[nH]c(C(F)(F)F)c1[N+](=O)[O-]. RXN SMILES: [CH3:1][c:2]1[n:3][nH:4][c:5]([C:7]([F:8])([F:9])[F:10])[cH:6]1.[Na+:19].[O-:15][C:16]([OH:17])=[O:18].[OH:11][N+:12]([O-:13])=[O:14].[S:20](=[O:21])(=[O:22])([OH:23])[OH:24]>>[CH3:1][c:2]1[n:3][nH:4][c:5]([C:7]([F:8])([F:9])[F:10])[c:6]1[N+:12](=[O:11])[O-:13]. The reactants are CN1CCN(CC1)C=1C=CC(=C(C1)CC(=O)N)[N+](=O)[O-] (2-[5-(4-methyl-piperazin-1-yl)-2-nitro-phenyl]-acetamide), COC(C(=O)C1=CNC2=CC=CC=C12)=O ((1H-indol-3-yl)-oxo-acetic acid methyl ester), CC(C)(C)[O-].[K+] (t-BuOK). Solvent: C1CCOC1 (THF), C1CCOC1 (THF). Run at temperature 0 celsius, time 1 hour. The product is N1C=C(C2=CC=CC=C12)C=1C(NC(C1C1=C(C=CC(=C1)N1CCN(CC1)C)[N+](=O)[O-])=O)=O (3-(1H-indol-3-yl)-4-[5-(4-methyl-piperazin-1-yl)-2-nitro-phenyl]-pyrrole-2,5-dione). RXN SMILES: [CH3:1][N:2]1[CH2:7][CH2:6][N:5]([C:8]2[CH:9]=[CH:10][C:11]([N+:18]([O-:20])=[O:19])=[C:12]([CH2:14][C:15]([NH2:17])=[O:16])[CH:13]=2)[CH2:4][CH2:3]1.C[O:22][C:23](=O)[C:24]([C:26]1[C:34]2[C:29](=[CH:30][CH:31]=[CH:32][CH:33]=2)[NH:28][CH:27]=1)=O.CC([O-])(C)C.[K+]>C1COCC1>[NH:28]1[C:29]2[C:34](=[CH:33][CH:32]=[CH:31][CH:30]=2)[C:26]([C:24]2[C:23](=[O:22])[NH:17][C:15](=[O:16])[C:14]=2[C:12]2[CH:13]=[C:8]([N:5]3[CH2:6][CH2:7][N:2]([CH3:1])[CH2:3][CH2:4]3)[CH:9]=[CH:10][C:11]=2[N+:18]([O-:20])=[O:19])=[CH:27]1 |f:2.3|. Procedure details: To a solution of 2-[5-(4-methyl-piperazin-1-yl)-2-nitro-phenyl]-acetamide (278 mg, 1.00 mmol) and (1H-indol-3-yl)-oxo-acetic acid methyl ester (366 mg, 1.80 mmol) in dry THF (8.0 mL) is added a solution of 1.0 M t-BuOK in THF (4.0 mL, 4.0 mmol) at 0° C. under argon. After stirring for 30 min at 0° C. and 1 h at RT, TLC indicates the complete consumption of the acetamide. The purple reaction mixture is partitioned between EtOAc (50 mL) and brine (50 mL), the layers are separated, and the aqueous ...